From a dataset of the Open Reaction Database (ORD), a public repository of structured organic reaction records. describe an organic reaction: reactants, conditions, products, and yield The reactants are CC(C)(C)OC(=O)CC(CCCC1CCCCC1)c1nc(Cc2cccnc2)no1, Cl, C1COCCO1. Yields the product O=C(O)CC(CCCC1CCCCC1)c1nc(Cc2cccnc2)no1. Reaction SMILES: [CH:1]1([CH2:7][CH2:8][CH2:9][CH:10]([CH2:11][C:12](=[O:13])[O:14][C:15]([CH3:16])([CH3:17])[CH3:18])[c:19]2[n:20][c:21]([CH2:24][c:25]3[cH:26][n:27][cH:28][cH:29][cH:30]3)[n:22][o:23]2)[CH2:2][CH2:3][CH2:4][CH2:5][CH2:6]1.[ClH:31].[O:32]1[CH2:33][CH2:34][O:35][CH2:36][CH2:37]1>>[CH:1]1([CH2:7][CH2:8][CH2:9][CH:10]([CH2:11][C:12](=[O:13])[OH:14])[c:19]2[n:20][c:21]([CH2:24][c:25]3[cH:26][n:27][cH:28][cH:29][cH:30]3)[n:22][o:23]2)[CH2:2][CH2:3][CH2:4][CH2:5][CH2:6]1. The reactants are C=O, O=CO, O=C1C(N2C(=O)c3ccccc3C2=O)Cc2ccccc2C2CCC=CN12, O=S(=O)(O)O. Yields the product O=C(O)C1CCCC2c3ccccc3CC(N3C(=O)c4ccccc4C3=O)C(=O)N12. Reaction SMILES: [C:36]=[O:37].[CH:33](=[O:34])[OH:35].[O:1]=[C:2]1[N:3]([CH:12]2[C:13](=[O:27])[N:14]3[CH:15]([c:16]4[c:17]([cH:19][cH:20][cH:21][cH:22]4)[CH2:18]2)[CH2:23][CH2:24][CH:25]=[CH:26]3)[C:4](=[O:11])[c:5]2[cH:6][cH:7][cH:8][cH:9][c:10]21.[S:28](=[O:29])(=[O:30])([OH:31])[OH:32]>>[O:1]=[C:2]1[N:3]([CH:12]2[C:13](=[O:27])[N:14]3[CH:15]([c:16]4[c:17]([cH:19][cH:20][cH:21][cH:22]4)[CH2:18]2)[CH2:23][CH2:24][CH2:25][CH:26]3[C:33](=[O:34])[OH:35])[C:4](=[O:11])[c:5]2[cH:6][cH:7][cH:8][cH:9][c:10]21. Reactants: C1=NN=C2NNC3=C(N21)C=CC=C3 (4,5-dihydro-s-triazolo[3,4-c]benzo-as-triazine), C(CCCCCCCCCCCCCCCCC)(=O)Cl (stearoyl chloride). The solvent is CN(C=O)C (dimethyl formamide). Run at temperature 60 celsius. Yields the product C(CCCCCCCCCCCCCCCCC)(=O)N1N(C2=C(N3C1=NN=C3)C=CC=C2)C(CCCCCCCCCCCCCCCCC)=O (4,5-distearoyl-4,5-dihydro-s-triazolo[3,4-c]benzo-as-triazine). Isolated yield 39.1%. RXN SMILES: [CH:1]1[N:9]2[C:4]([NH:5][NH:6][C:7]3[CH:13]=[CH:12][CH:11]=[CH:10][C:8]=32)=[N:3][N:2]=1.[C:14](Cl)(=[O:32])[CH2:15][CH2:16][CH2:17][CH2:18][CH2:19][CH2:20][CH2:21][CH2:22][CH2:23][CH2:24][CH2:25][CH2:26][CH2:27][CH2:28][CH2:29][CH2:30][CH3:31]>CN(C)C=O>[C:14]([N:5]1[C:4]2=[N:3][N:2]=[CH:1][N:9]2[C:8]2[CH:10]=[CH:11][CH:12]=[CH:13][C:7]=2[N:6]1[C:14](=[O:32])[CH2:15][CH2:16][CH2:17][CH2:18][CH2:19][CH2:20][CH2:21][CH2:22][CH2:23][CH2:24][CH2:25][CH2:26][CH2:27][CH2:28][CH2:29][CH2:30][CH3:31])(=[O:32])[CH2:15][CH2:16][CH2:17][CH2:18][CH2:19][CH2:20][CH2:21][CH2:22][CH2:23][CH2:24][CH2:25][CH2:26][CH2:27][CH2:28][CH2:29][CH2:30][CH3:31]. Reported procedure: A mixture of 5 g (0.029 mole) of 4,5-dihydro-s-triazolo[3,4-c]benzo-as-triazine, 2 g (0.066 mole) of stearoyl chloride and 50 ml of dry dimethyl formamide is heated at 60° C. for one hour under argon atmosphere. The reaction mixture is poured onto ice and the product is filtered off. 8 g (45%) of the title compound are obtained; m.p.: 77°-78° C. The reactants are C(C)(C)(C)OC(=O)NCCC1=CC=C(C(=O)O)C=C1 (4-(2-(tert-butoxycarbonylamino)ethyl)benzoic acid), CN(C)C=O (DMF), C([O-])([O-])=O.[K+].[K+] (potassium carbonate), ICC (iodoethane). The solvent is O (water), C(=O)(O)[O-].[Na+] (NaHCO3). Reaction conditions: temperature 22 celsius, time 16 hour. Yields the product C(C)(C)(C)OC(=O)NCCC1=CC=C(C(=O)OCC)C=C1 (ethyl 4-(2-(tert-butoxycarbonylamino)ethyl)benzoate). As a reaction SMILES: [C:1]([O:5][C:6]([NH:8][CH2:9][CH2:10][C:11]1[CH:19]=[CH:18][C:14]([C:15]([OH:17])=[O:16])=[CH:13][CH:12]=1)=[O:7])([CH3:4])([CH3:3])[CH3:2].CN(C=O)C.C(=O)([O-])[O-].[K+].[K+].I[CH2:32][CH3:33]>O.C([O-])(O)=O.[Na+]>[C:1]([O:5][C:6]([NH:8][CH2:9][CH2:10][C:11]1[CH:19]=[CH:18][C:14]([C:15]([O:17][CH2:32][CH3:33])=[O:16])=[CH:13][CH:12]=1)=[O:7])([CH3:4])([CH3:2])[CH3:3] |f:2.3.4,7.8|. Reported procedure: To a solution of 1.96 g (7.39 mmol) of 4-(2-(tert-butoxycarbonylamino)ethyl)benzoic acid in 25 mL, of DMF was added 4.43 g (32.1 mmol) of potassium carbonate and 3.00 mL (37.2 mmol) of iodoethane at 0° C. The mixture was warmed to 22° C. and stirred for about 16 h. The reaction was then diluted with 20 ml, of water and 100 mL of saturated NaHCO3. The mixture was extracted with DCM (3×200 mL) and the combined organics were washed with 100 mL of water, dried (MgSO4) and evaporated to give ethyl 4-... The reactants are CCO, O=[N+]([O-])c1ccccc1OC(F)F. The product is Nc1ccccc1OC(F)F. Reaction SMILES: [CH3:14][CH2:15][OH:16].[F:1][CH:2]([O:3][c:4]1[c:5]([N+:10]([O-:11])=[O:12])[cH:6][cH:7][cH:8][cH:9]1)[F:13]>>[F:1][CH:2]([O:3][c:4]1[c:5]([NH2:10])[cH:6][cH:7][cH:8][cH:9]1)[F:13]. Starting materials: CN(Cc1ccccc1)P(=S)(CN(CC(=O)O)C(=O)C(F)(F)F)N(C)Cc1ccccc1, C1CCOC1, O. Product: CN(Cc1ccccc1)P(=S)(CNCC(=O)O)N(C)Cc1ccccc1. As a reaction SMILES: [F:1][C:2]([F:3])([F:4])[C:31]([N:5]([CH2:6][C:7](=[O:8])[OH:9])[CH2:10][P:11](=[S:12])([N:13]([CH3:14])[CH2:15][c:16]1[cH:17][cH:18][cH:19][cH:20][cH:21]1)[N:22]([CH2:23][c:24]1[cH:25][cH:26][cH:27][cH:28][cH:29]1)[CH3:30])=[O:32].[O:33]1[CH2:34][CH2:35][CH2:36][CH2:37]1.[OH2:38]>>[NH:5]([CH2:6][C:7](=[O:8])[OH:9])[CH2:10][P:11](=[S:12])([N:13]([CH3:14])[CH2:15][c:16]1[cH:17][cH:18][cH:19][cH:20][cH:21]1)[N:22]([CH2:23][c:24]1[cH:25][cH:26][cH:27][cH:28][cH:29]1)[CH3:30]. Starting materials: CCc1cc(NC(=O)OC(C)(C)C)c(NC(=O)CC(=O)c2cccc(-c3cc(C)nc(C)c3)c2)cc1C(F)(F)F, ClCCl, O=C(O)C(F)(F)F. The product is CCc1cc2c(cc1C(F)(F)F)NC(=O)CC(c1cccc(-c3cc(C)nc(C)c3)c1)=N2. As a reaction SMILES: [C:1]([O:2][C:3](=[O:4])[NH:7][c:8]1[c:9]([NH:20][C:21]([CH2:22][C:23](=[O:5])[c:25]2[cH:26][c:27](-[c:31]3[cH:32][c:33]([CH3:38])[n:34][c:35]([CH3:37])[cH:36]3)[cH:28][cH:29][cH:30]2)=[O:39])[cH:10][c:11]([C:16]([F:17])([F:18])[F:19])[c:12]([CH2:14][CH3:15])[cH:13]1)([CH3:6])([CH3:24])[CH3:40].[Cl:48][CH2:49][Cl:50].[F:41][C:42]([F:43])([F:44])[C:45]([OH:46])=[O:47]>>[N:7]1=[C:23]([c:25]2[cH:26][c:27](-[c:31]3[cH:32][c:33]([CH3:38])[n:34][c:35]([CH3:37])[cH:36]3)[cH:28][cH:29][cH:30]2)[CH2:22][C:21](=[O:39])[NH:20][c:9]2[c:8]1[cH:13][c:12]([CH2:14][CH3:15])[c:11]([C:16]([F:17])([F:18])[F:19])[cH:10]2. Reagents/catalysts: PCy3. Product: c3ccc(c2ccc(c1ccccc1)cc2)cc3. Conditions: temperature 110 celsius, time 16 hour. Reactants: CN(C)C(=O)Oc2ccc(c1ccccc1)cc2 (substrate), c4ccc(B3OB(c1ccccc1)OB(c2ccccc2)O3)cc4 (effective_coupling_partner). Reactants: CC=1C=C(CCl)C=CC1OC(C)C (3-methyl-4-isopropoxybenzyl chloride), ClC=1C=C(C=CC1O)CC(=O)OC (methyl 3-chloro-4-hydroxyphenylacetate). Solvent: CO (methanol). The product is ClC=1C=C(C=CC1OCC1=CC(=C(C=C1)OC(C)C)C)CC(=O)O (3-chloro-4-(3'-methyl-4'-isopropoxybenzyloxy) phenylacetic acid). Yield: 35.2%. RXN SMILES: [CH3:1][C:2]1[CH:3]=[C:4]([CH:7]=[CH:8][C:9]=1[O:10][CH:11]([CH3:13])[CH3:12])[CH2:5]Cl.[Cl:14][C:15]1[CH:16]=[C:17]([CH2:22][C:23]([O:25]C)=[O:24])[CH:18]=[CH:19][C:20]=1[OH:21]>CO>[Cl:14][C:15]1[CH:16]=[C:17]([CH2:22][C:23]([OH:25])=[O:24])[CH:18]=[CH:19][C:20]=1[O:21][CH2:5][C:4]1[CH:7]=[CH:8][C:9]([O:10][CH:11]([CH3:13])[CH3:12])=[C:2]([CH3:1])[CH:3]=1. Procedure: 3-chloro-4-(3'-methyl-4'-isopropoxybenzyloxy) phenylacetic acid was prepared in 35.2% yield, m.p. 104°-105° C. (methanol) by reaction of 3-methyl-4-isopropoxybenzyl chloride with methyl 3-chloro-4-hydroxyphenylacetate. Starting materials: CNCC(O)c1cccc(OC)c1, CCN(C(C)C)C(C)C, Cn1cc(C(=O)NCc2ccc(Cl)cc2)c(=O)c2cc(CCl)oc21, CN(C)C=O, O. Product: COc1cccc(C(O)CN(C)Cc2cc3c(=O)c(C(=O)NCc4ccc(Cl)cc4)cn(C)c3o2)c1. As a reaction SMILES: [CH3:10][O:11][c:12]1[cH:13][c:14]([CH:18]([CH2:19][NH:20][CH3:21])[OH:22])[cH:15][cH:16][cH:17]1.[CH:1]([N:2]([CH2:3][CH3:4])[CH:5]([CH3:6])[CH3:7])([CH3:8])[CH3:9].[Cl:23][c:24]1[cH:25][cH:26][c:27]([CH2:28][NH:29][C:30](=[O:31])[c:32]2[c:33](=[O:44])[c:34]3[c:35]([n:36]([CH3:38])[cH:37]2)[o:39][c:40]([CH2:42][Cl:43])[cH:41]3)[cH:45][cH:46]1.[O:48]=[CH:49][N:50]([CH3:51])[CH3:52].[OH2:47]>>[CH3:10][O:11][c:12]1[cH:13][c:14]([CH:18]([CH2:19][N:20]([CH3:21])[CH2:42][c:40]2[o:39][c:35]3[c:34]([c:33](=[O:44])[c:32]([C:30]([NH:29][CH2:28][c:27]4[cH:26][cH:25][c:24]([Cl:23])[cH:46][cH:45]4)=[O:31])[cH:37][n:36]3[CH3:38])[cH:41]2)[OH:22])[cH:15][cH:16][cH:17]1.